This data is from the Open Reaction Database (ORD), a public repository of structured organic reaction records. The task is: describe an organic reaction: reactants, conditions, products, and yield Starting materials: C1(=CC=CC=C1)P(=O)(Cl)Cl (phenylphosphonic acid dichloride), C1(=CC=CC=C1)P(C1=CC=CC=C1)C1=CC=CC=C1 (triphenylphosphane). Yields the product ClP(C1=CC=CC=C1)Cl (dichlorophenylphosphane). Yield: 54.6%. As a reaction SMILES: [C:1]1([P:7]([Cl:10])([Cl:9])=O)[CH:6]=[CH:5][CH:4]=[CH:3][CH:2]=1.C1(P(C2C=CC=CC=2)C2C=CC=CC=2)C=CC=CC=1>>[Cl:9][P:7]([Cl:10])[C:1]1[CH:6]=[CH:5][CH:4]=[CH:3][CH:2]=1. Reported procedure: 50 g (0.256 mole) of phenylphosphonic acid dichloride and 40 g (0.153 mole) of triphenylphosphane were stirred for 12 hours at 230° C. under an atomosphere of nitrogen. Distillation was then carried out at 0.1 kPa until an internal temperature of 200° C. was reached. The distillate obtained was then fractionated using a silvered-jacketed column, 70 cm long, packed with Raschig rings. 25 g of dichlorophenylphosphane were obtained, as well as unreacted phenylphosphonic acid dichloride. This corres... The reactants are C1CCOC1, C[Si](C)(C)[N-][Si](C)(C)C, CC(C)(C)S(=O)N=CC1CC1, [Cl-], O=S(=O)(c1ccccc1)C(F)F, [Na+], [Na+]. Yields the product CC(C)(C)S(=O)NC(C1CC1)C(F)(F)S(=O)(=O)c1ccccc1. Reaction SMILES: [CH2:36]1[O:37][CH2:38][CH2:39][CH2:40]1.[CH3:25][Si:26]([N-:27][Si:28]([CH3:29])([CH3:30])[CH3:31])([CH3:32])[CH3:33].[CH:1]1([CH:4]=[N:5][S:6](=[O:7])[C:8]([CH3:9])([CH3:10])[CH3:11])[CH2:2][CH2:3]1.[Cl-:34].[F:12][CH:13]([S:14](=[O:15])(=[O:16])[c:17]1[cH:18][cH:19][cH:20][cH:21][cH:22]1)[F:23].[Na+:24].[Na+:35]>>[CH:1]1([CH:4]([NH:5][S:6](=[O:7])[C:8]([CH3:9])([CH3:10])[CH3:11])[C:13]([F:12])([S:14](=[O:15])(=[O:16])[c:17]2[cH:18][cH:19][cH:20][cH:21][cH:22]2)[F:23])[CH2:2][CH2:3]1. Starting materials: Cl.C(C)N=C=NCCCN(C)C (1-ethyl-3-(3-dimethylaminopropyl)carbodiimide hydrochloride), ON1N=NC2=C1C=CC=C2 (N-hydroxybenzotriazole), C(C)(C)(C)OC(=O)NCC(=O)O (2-(tert-butoxycarbonylamino)acetic acid), Cl.ClC1=CC=C(C=C1)N1CCNCC1 (1-(4-chlorophenyl)piperazine hydrochloride), CN(C=O)C (N,N-dimethylformamide). The solvent is C(C)N(CC)CC (triethylamine). Reaction conditions: time 20 hour. The product is C(C)(C)(C)ON(C=O)CC(=O)N1CCN(CC1)C1=CC=C(C=C1)Cl (tert-Butoxy-N-[2-[4-(4-chlorophenyl)-1-piperazinyl]-2-oxoethyl]formamide). Reaction SMILES: [C:1]([O:5]C(NCC(O)=O)=O)([CH3:4])([CH3:3])[CH3:2].Cl.[Cl:14][C:15]1[CH:20]=[CH:19][C:18]([N:21]2[CH2:26]CNC[CH2:22]2)=[CH:17][CH:16]=1.Cl.[CH2:28]([N:30]=[C:31]=NCCCN(C)C)C.[OH:39]N1C2C=CC=CC=2N=N1.[CH3:49][N:50]([CH3:53])[CH:51]=[O:52]>C(N(CC)CC)C>[C:1]([O:5][N:30]([CH2:31][C:51]([N:50]1[CH2:53][CH2:22][N:21]([C:18]2[CH:17]=[CH:16][C:15]([Cl:14])=[CH:20][CH:19]=2)[CH2:26][CH2:49]1)=[O:52])[CH:28]=[O:39])([CH3:2])([CH3:3])[CH3:4] |f:1.2,3.4|. Procedure: To a suspension of 2-(tert-butoxycarbonylamino)acetic acid (16.3 g) and 1-(4-chlorophenyl)piperazine hydrochloride (21.7 g) in N,N-dimethylformamide (200 ml) were added 1-ethyl-3-(3-dimethylaminopropyl)carbodiimide hydrochloride (19.6 g) and N-hydroxybenzotriazole (13.8 g) at 0° C. To this suspension was added dropwise triethylamine (10.4 g). The mixture was stirred at room temperature for 20 hours. The reaction mixture was poured into ice-cold water and the resulting solid was collected by filt... Starting materials: BrC=1C(N(C(N(N1)CCCC(F)(F)F)=O)C)=O (6-bromo-4-methyl-2-(4,4,4-trifluoro-butyl)-2H-[1,2,4]triazine-3,5-dione), FC(C=1C=C(C=CC1)N1CCNCC1)(F)F (1-(3-trifluoromethyl-phenyl)-piperazine). Yields the product C(CCC)O (n-butanol), CN1C(N(N=C(C1=O)N1CCN(CC1)C1=CC(=CC=C1)C(F)(F)F)CCCC(F)(F)F)=O (4-methyl-2-(4,4,4-trifluoro-butyl)-6-[4-(3-trifluoromethyl-phenyl)-piperazin-1-yl]-2H-[1,2,4]triazine-3,5-dione). Yield: 76.0%. Reaction SMILES: Br[C:2]1[C:3](=[O:17])[N:4]([CH3:16])[C:5](=[O:15])[N:6]([CH2:8][CH2:9][CH2:10][C:11]([F:14])([F:13])[F:12])[N:7]=1.[F:18][C:19]([F:33])([F:32])[C:20]1[CH:21]=[C:22]([N:26]2[CH2:31][CH2:30][NH:29][CH2:28][CH2:27]2)[CH:23]=[CH:24][CH:25]=1>>[CH2:24]([OH:15])[CH2:25][CH2:20][CH3:19].[CH3:16][N:4]1[C:3](=[O:17])[C:2]([N:29]2[CH2:28][CH2:27][N:26]([C:22]3[CH:23]=[CH:24][CH:25]=[C:20]([C:19]([F:32])([F:33])[F:18])[CH:21]=3)[CH2:31][CH2:30]2)=[N:7][N:6]([CH2:8][CH2:9][CH2:10][C:11]([F:14])([F:13])[F:12])[C:5]1=[O:15]. Procedure: The compound 8 (oil) is prepared from the triazine 4a and from 1-(3-trifluoromethyl-phenyl)-piperazine according to the synthesis method 1 in n-butanol (yield: 76%). The reactants are C1CCOC1, C[Si](C)(C)[N-][Si](C)(C)C, Cc1cc(=O)oc2cc(C#N)ccc12, O=C=Nc1ccccc1F, [Li+]. Product: N#Cc1ccc2c(CC(=O)Nc3ccccc3F)cc(=O)oc2c1. As a reaction SMILES: [CH2:35]1[O:36][CH2:37][CH2:38][CH2:39]1.[CH3:16][Si:17]([N-:18][Si:19]([CH3:20])([CH3:21])[CH3:22])([CH3:23])[CH3:24].[CH3:1][c:2]1[cH:3][c:4](=[O:14])[o:5][c:6]2[cH:7][c:8]([C:12]#[N:13])[cH:9][cH:10][c:11]12.[F:25][c:26]1[c:27]([N:32]=[C:33]=[O:34])[cH:28][cH:29][cH:30][cH:31]1.[Li+:15]>>[CH2:1]([c:2]1[cH:3][c:4](=[O:14])[o:5][c:6]2[cH:7][c:8]([C:12]#[N:13])[cH:9][cH:10][c:11]12)[C:33]([NH:32][c:27]1[c:26]([F:25])[cH:31][cH:30][cH:29][cH:28]1)=[O:34]. Reactants: FC1=CC=C(C=C1)CCC=C1C(N(C(S1)=O)CCCCSC1=CC=CC=2N1C=CN2)=O (5-[3-(4-fluorophenyl)propylidene]-3-[4-(imidazo[1,2-a]pyridin-5-ylthio)butyl]thiazolidine-2,4-dione), Cl.C(C)(=O)OCC (hydrochloric acid ethyl acetate). The solvent is CO (methanol). Yields the product Cl.FC1=CC=C(C=C1)CCC=C1C(N(C(S1)=O)CCCCSC1=CC=CC=2N1C=CN2)=O (5-[3-(4-fluorophenyl)propylidene]-3-[4-(imidazo[1,2-a]pyridin-5-ylthio)butyl]thiazolidine-2,4-dione hydrochloride). Reaction SMILES: [F:1][C:2]1[CH:7]=[CH:6][C:5]([CH2:8][CH2:9][CH:10]=[C:11]2[S:15][C:14](=[O:16])[N:13]([CH2:17][CH2:18][CH2:19][CH2:20][S:21][C:22]3[N:27]4[CH:28]=[CH:29][N:30]=[C:26]4[CH:25]=[CH:24][CH:23]=3)[C:12]2=[O:31])=[CH:4][CH:3]=1.[ClH:32].C(OCC)(=O)C>CO>[ClH:32].[F:1][C:2]1[CH:3]=[CH:4][C:5]([CH2:8][CH2:9][CH:10]=[C:11]2[S:15][C:14](=[O:16])[N:13]([CH2:17][CH2:18][CH2:19][CH2:20][S:21][C:22]3[N:27]4[CH:28]=[CH:29][N:30]=[C:26]4[CH:25]=[CH:24][CH:23]=3)[C:12]2=[O:31])=[CH:6][CH:7]=1 |f:1.2,4.5|. Procedure details: To a methanol solution of 0.88 g (1.9 mmol) of 5-[3-(4-fluorophenyl)propylidene]-3-[4-(imidazo[1,2-a]pyridin-5-ylthio)butyl]thiazolidine-2,4-dione, 1.0 ml of 4N hydrochloric acid-ethyl acetate was added, followed by stirring. After the solvent was distilled off, the residue was dissolved in methanol and recrystallized from hexane to yield 0.78 g (83.1%, white crystal) of the desired product.